This data is from the Open Reaction Database (ORD), a public repository of structured organic reaction records. The task is: describe an organic reaction: reactants, conditions, products, and yield The reactants are FC1=CC=C(N)C=C1 (4-fluoroaniline), [N+](=O)([O-])C1=CC=C(C(=O)O)C=C1 (4-nitrobenzoic acid). Yields the product [N+](=O)([O-])C1=CC=C(C(=O)NC2=CC=C(C=C2)F)C=C1 (4-Nitro-N-(4-fluorophenyl)benzamide). Yield: 65.7%. Reaction SMILES: [F:1][C:2]1[CH:8]=[CH:7][C:5]([NH2:6])=[CH:4][CH:3]=1.[N+:9]([C:12]1[CH:20]=[CH:19][C:15]([C:16](O)=[O:17])=[CH:14][CH:13]=1)([O-:11])=[O:10]>>[N+:9]([C:12]1[CH:13]=[CH:14][C:15]([C:16]([NH:6][C:5]2[CH:7]=[CH:8][C:2]([F:1])=[CH:3][CH:4]=2)=[O:17])=[CH:19][CH:20]=1)([O-:11])=[O:10]. Procedure: Using 4-fluoroaniline (1.0 ml, 9.93 mmol) and 4-nitrobenzoic acid (1.58 g, 9.36 mmol), the procedure of Reference Example 16 was repeated to obtain 1.60 g (65.8%) of the title compound in the form of light yellow needle crystals. Reactants: OC1=C(C(=O)CCCCCCCCC(=O)OC)C(=CC(=C1OC)OC)C (methyl 9-(2'-hydroxy-3',4'-dimethoxy-6'-methylbenzoyl)nonanoate), methyl ester, [H][H] (hydrogen). The reagents and catalysts are [Pd] (palladium-on-carbon). The solvent is C(C)(=O)O (acetic acid). The product is OC1=C(C(=CC(=C1OC)OC)C)CCCCCCCCCC(=O)OC (methyl 10-(2'-hydroxy-3',4'-dimethoxy-6'-methylphenyl)decanoate). Reaction SMILES: [OH:1][C:2]1[C:21]([O:22][CH3:23])=[C:20]([O:24][CH3:25])[CH:19]=[C:18]([CH3:26])[C:3]=1[C:4]([CH2:6][CH2:7][CH2:8][CH2:9][CH2:10][CH2:11][CH2:12][CH2:13][C:14]([O:16][CH3:17])=[O:15])=O.[H][H]>C(O)(=O)C.[Pd]>[OH:1][C:2]1[C:21]([O:22][CH3:23])=[C:20]([O:24][CH3:25])[CH:19]=[C:18]([CH3:26])[C:3]=1[CH2:4][CH2:6][CH2:7][CH2:8][CH2:9][CH2:10][CH2:11][CH2:12][CH2:13][C:14]([O:16][CH3:17])=[O:15]. Reported procedure: A solution of methyl 9-(2'-hydroxy-3',4'-dimethoxy-6'-methylbenzoyl)nonanoate (formula II-1 wherein R=H3CO, X=H, Y=OH, n=8, in the form of methyl ester) (0.12 part) in acetic acid (17 volume parts) was shaken with 5% palladium-on-carbon in a current of hydrogen gas at 50°-60° C. The catalyst was removed by filtration and the acetic acid was distilled off under reduced pressure. The residue was subjected to column chromatography on silicic acid (6 parts and elution was carried out with chloroform... The reactants are O.NN (hydrazine hydrate), C(C=C)(=O)OC.C=CC1=CC=CC=C1 (methyl acrylate styrene). Solvent: C(C)O (ethanol). The product is poly(hydrazide), C(C=C)(=O)OC (methyl acrylate), C=CC1=CC=CC=C1 (styrene). Yield: 50.0%. RXN SMILES: [C:1]([O:5][CH3:6])(=[O:4])[CH:2]=[CH2:3].[CH2:7]=[CH:8][C:9]1[CH:14]=[CH:13][CH:12]=[CH:11][CH:10]=1.O.NN>C(O)C>[C:1]([O:5][CH3:6])(=[O:4])[CH:2]=[CH2:3].[CH2:7]=[CH:8][C:9]1[CH:14]=[CH:13][CH:12]=[CH:11][CH:10]=1 |f:0.1,2.3|. Reported procedure: In a 500-ml three-necked round-bottomed flask equipped with a magnetic stirrer, condenser, and nitrogen sweep were placed the methyl acrylate-styrene copolymer (50.0 g), ethanol (200 ml), and 85% hydrazine hydrate (100 ml). The reaction mixture was stirred and heated at reflux for 48 hours. The cooled reaction mixture was poured slowly into distilled water (200 ml) being agitated in an air-driven blender. The white precipitate was collected on a Buchner funnel, sucked dry, and vacuum-dried at 50... The reactants are C([O-])([O-])=O.[Na+].[Na+] (sodium carbonate), BrCC1=CC(=C(C=C1)C(C(=O)OC)C)F (methyl 2-[4-(bromomethyl)-2-fluorophenyl]-propionate), O1C(=CC=C1)B(O)O (2-furan boronic acid), aqueous solution, CCOCC (ether). The reagents and catalysts are C1CC(=O)[N-]C1=O.C1=CC=C(C=C1)P(C2=CC=CC=C2)C3=CC=CC=C3.C1=CC=C(C=C1)P(C2=CC=CC=C2)C3=CC=CC=C3.Br[Pd+] (trans-bromo(N-succinimidyl)bis(triphenylphosphine)palladium(II)). Run in O1CCCC1 (tetrahydrofuran). Yields the product FC1=C(C=CC(=C1)CC=1OC=CC1)C(C(=O)O)C (2-[2-fluoro-4-(furan-2-ylmethyl)-phenyl]propionic acid). The yield is 45.3%. Reaction SMILES: Br[CH2:2][C:3]1[CH:8]=[CH:7][C:6]([CH:9]([CH3:14])[C:10]([O:12]C)=[O:11])=[C:5]([F:15])[CH:4]=1.[O:16]1[CH:20]=[CH:19][CH:18]=[C:17]1B(O)O.C(=O)([O-])[O-].[Na+].[Na+].CCOCC>O1CCCC1.C1C(=O)[N-]C(=O)C1.C1C=CC(P(C2C=CC=CC=2)C2C=CC=CC=2)=CC=1.C1C=CC(P(C2C=CC=CC=2)C2C=CC=CC=2)=CC=1.Br[Pd+]>[F:15][C:5]1[CH:4]=[C:3]([CH2:2][C:17]2[O:16][CH:20]=[CH:19][CH:18]=2)[CH:8]=[CH:7][C:6]=1[CH:9]([CH3:14])[C:10]([OH:12])=[O:11] |f:2.3.4,7.8.9.10|. Procedure details: Compound 20 (0.88 g, 3.2 mmol) and 2-furan boronic acid (0.54 g, 4.8 mmol) were dissolved in tetrahydrofuran (12 mL) and a 2 M-aqueous solution (4.0 mL) of sodium carbonate. To this solution, trans-bromo(N-succinimidyl)bis(triphenylphosphine)palladium(II) [trans-PdBr(N-Succ)(PPh3)2] (25.9 mg, 1.0 mol %) was added and heated to reflux for 3 hours. After cooling to room temperature and adding ether (50 mL) to the solution, the organic layer was washed with water (30 mL) and dried (over magnesium s...